This data is from the Open Reaction Database (ORD), a public repository of structured organic reaction records. The task is: describe an organic reaction: reactants, conditions, products, and yield Reactants: ClC1=NC=2CCN(CC2C(=C1)C)C1=CC(=NN1C)C1CC1 (2-chloro-6-(3-cyclopropyl-1-methyl-1H-pyrazol-5-yl)-4-methyl-5,6,7,8-tetrahydro-1,6-naphthyridine), C(C)(C)C=1C(=C2C=NNC2=CC1)B1OC(C(O1)(C)C)(C)C (5-isopropyl-4-(4,4,5,5-tetramethyl-1,3,2-dioxaborolan-2-yl)-1H-indazole), [O-]P(=O)([O-])[O-].[K+].[K+].[K+] (K3PO4). The reagents and catalysts are C=1C=CC(=CC1)[P](C=2C=CC=CC2)(C=3C=CC=CC3)[Pd]([P](C=4C=CC=CC4)(C=5C=CC=CC5)C=6C=CC=CC6)([P](C=7C=CC=CC7)(C=8C=CC=CC8)C=9C=CC=CC9)[P](C=1C=CC=CC1)(C=1C=CC=CC1)C=1C=CC=CC1 (Pd(PPh3)4), C=1C=CC(=CC1)[P](C=2C=CC=CC2)(C=3C=CC=CC3)[Pd]([P](C=4C=CC=CC4)(C=5C=CC=CC5)C=6C=CC=CC6)([P](C=7C=CC=CC7)(C=8C=CC=CC8)C=9C=CC=CC9)[P](C=1C=CC=CC1)(C=1C=CC=CC1)C=1C=CC=CC1 (Pd(PPh3)4). Run in O1CCOCC1 (1,4-dioxane), O (H2O), [Cl-].[Na+].O (brine), CCOC(=O)C (EtOAc). Product: C1(CC1)C1=NN(C(=C1)N1CC=2C(=CC(=NC2CC1)C1=C2C=NNC2=CC=C1C(C)C)C)C (6-(3-cyclopropyl-1-methyl-1H-pyrazol-5-yl)-2-(5-isopropyl-1H-indazol-4-yl)-4-methyl-5,6,7,8-tetrahydro-1,6-naphthyridine). RXN SMILES: Cl[C:2]1[CH:11]=[C:10]([CH3:12])[C:9]2[CH2:8][N:7]([C:13]3[N:17]([CH3:18])[N:16]=[C:15]([CH:19]4[CH2:21][CH2:20]4)[CH:14]=3)[CH2:6][CH2:5][C:4]=2[N:3]=1.[CH:22]([C:25]1[C:26](B2OC(C)(C)C(C)(C)O2)=[C:27]2[C:31](=[CH:32][CH:33]=1)[NH:30][N:29]=[CH:28]2)([CH3:24])[CH3:23].[O-]P([O-])([O-])=O.[K+].[K+].[K+]>O1CCOCC1.O.[Cl-].[Na+].O.CCOC(C)=O.C1C=CC([P]([Pd]([P](C2C=CC=CC=2)(C2C=CC=CC=2)C2C=CC=CC=2)([P](C2C=CC=CC=2)(C2C=CC=CC=2)C2C=CC=CC=2)[P](C2C=CC=CC=2)(C2C=CC=CC=2)C2C=CC=CC=2)(C2C=CC=CC=2)C2C=CC=CC=2)=CC=1>[CH:19]1([C:15]2[CH:14]=[C:13]([N:7]3[CH2:6][CH2:5][C:4]4[N:3]=[C:2]([C:26]5[C:25]([CH:22]([CH3:24])[CH3:23])=[CH:33][CH:32]=[C:31]6[C:27]=5[CH:28]=[N:29][NH:30]6)[CH:11]=[C:10]([CH3:12])[C:9]=4[CH2:8]3)[N:17]([CH3:18])[N:16]=2)[CH2:21][CH2:20]1 |f:2.3.4.5,8.9.10,^1:70,72,91,110|. Procedure details: Microwave was used to irradiated a solution of 2-chloro-6-(3-cyclopropyl-1-methyl-1H-pyrazol-5-yl)-4-methyl-5,6,7,8-tetrahydro-1,6-naphthyridine (30 mg, 0.099 mmol), crude 5-isopropyl-4-(4,4,5,5-tetramethyl-1,3,2-dioxaborolan-2-yl)-1H-indazole (38.2 mg, 0.119 mmol), Pd(PPh3)4 (11.45 mg, 9.91 μmol) and K3PO4 (42.1 mg, 0.198 mmol) in 1,4-dioxane (0.5 mL) and H2O (0.05 mL) at 130° C. for 1 h under nitrogen. Additional Pd(PPh3)4 (22.90 mg, 0.020 mmol) was added to the mixture. Microwave was irradiat... Reactants: FC1=C(C(=CC(=C1)C)I)NC(=O)NC1CCN(CC1)C(=O)OC(C)(C)C (1,1-Dimethylethyl 4-({[(2-fluoro-6-iodo-4-methylphenyl)amino]-carbonyl}amino)-1-piperidinecarboxylate). The reagents and catalysts are [Cl-].[Cl-].C1(=CC=CC=C1)P([C-]1C=CC=C1)C1=CC=CC=C1.[C-]1(C=CC=C1)P(C1=CC=CC=C1)C1=CC=CC=C1.[Fe+2].[Pd+2] (palladium 1,1′-bis(diphenylphosphino)ferrocene dichloride). Run in O1CCOCC1 (1,4-dioxane). Run at temperature 80 celsius. The product is FC1=CC(=CC=2N(C(NC21)=O)C2CCN(CC2)C(=O)OC(C)(C)C)C (1,1-Dimethylethyl 4-(4-fluoro-6-methyl-2-oxo-2,3-dihydro-1H-benzimidazol-1-yl)-1-piperidinecarboxylate). Reaction SMILES: [F:1][C:2]1[CH:7]=[C:6]([CH3:8])[CH:5]=[C:4](I)[C:3]=1[NH:10][C:11]([NH:13][CH:14]1[CH2:19][CH2:18][N:17]([C:20]([O:22][C:23]([CH3:26])([CH3:25])[CH3:24])=[O:21])[CH2:16][CH2:15]1)=[O:12]>[Cl-].[Cl-].C1(P(C2C=CC=CC=2)[C-]2C=CC=C2)C=CC=CC=1.[C-]1(P(C2C=CC=CC=2)C2C=CC=CC=2)C=CC=C1.[Fe+2].[Pd+2].O1CCOCC1>[F:1][C:2]1[C:3]2[NH:10][C:11](=[O:12])[N:13]([CH:14]3[CH2:19][CH2:18][N:17]([C:20]([O:22][C:23]([CH3:26])([CH3:25])[CH3:24])=[O:21])[CH2:16][CH2:15]3)[C:4]=2[CH:5]=[C:6]([CH3:8])[CH:7]=1 |f:1.2.3.4.5.6|. Procedure details: Under an argon atmosphere, a mixture of 1,4-dioxane (3 ml), palladium 1,1′-bis(diphenylphosphino)ferrocene dichloride (10% mol, 0.0623 mmol, ˜x50 mg), NatBuO (2 eq., 1.26 mmol, 121 mg), were sonicated for 10 minutes at room temperature and 1,1-dimethylethyl 4-({[(2-fluoro-6-iodo-4-methylphenyl)amino]carbonyl}amino)-1-piperidine-carboxylate (D3) (1 eq., 0.623 mmol, 300 mg) was added at room temperature and the mixture was refluxed at 80° C. for one overnight. The reaction mixture was cooled to ro... Reactants: BrCC(=O)C=1C=CC2=C(NC(S2)=O)C1 (5-bromoacetyl-2-benzothiazolinone), NC1=NC=CC=C1 (2-aminopyridine). The solvent is C(C)O (ethanol). Reaction conditions: time 30 minute. Product: N=1C(=CN2C1C=CC=C2)C=2C=CC1=C(NC(S1)=O)C2 (5-(imidazo[1,2-a]pyridin-2-yl)-2-benzothiazolinone). Yield: 7.4%. Reaction SMILES: Br[CH2:2][C:3]([C:5]1[CH:6]=[CH:7][C:8]2[S:12][C:11](=[O:13])[NH:10][C:9]=2[CH:14]=1)=O.[NH2:15][C:16]1[CH:21]=[CH:20][CH:19]=[CH:18][N:17]=1>C(O)C>[N:15]1[C:3]([C:5]2[CH:6]=[CH:7][C:8]3[S:12][C:11](=[O:13])[NH:10][C:9]=3[CH:14]=2)=[CH:2][N:17]2[CH:18]=[CH:19][CH:20]=[CH:21][C:16]=12. Procedure details: A solution of 5-bromoacetyl-2-benzothiazolinone (3.3 g) and 2-aminopyridine (4.2 g) in ethanol was refluxed for 5 hours and the reaction mixture was evaporated in vacuo. To the residue was added a mixture of water and ethyl acetate and the resulting mixture was acidified to pH 1.0 with 10 % hydrochloric acid. The precipitate was collected by filtration and added to a solution of saturated aqueous sodium bicarbonate. The mixture was stirred for 30 minutes. The precipitate was collected by filtrat... The reactants are Oc1ccccc1Br, O=C([O-])[O-], CC(C)=O, COc1ccc(CCl)cc1, [K+], [K+]. Yields the product COc1ccc(COc2ccccc2Br)cc1. As a reaction SMILES: [Br:1][c:2]1[c:3]([OH:8])[cH:4][cH:5][cH:6][cH:7]1.[C:19](=[O:20])([O-:21])[O-:22].[CH3:25][C:26](=[O:27])[CH3:28].[CH3:9][O:10][c:11]1[cH:12][cH:13][c:14]([CH2:15][Cl:16])[cH:17][cH:18]1.[K+:23].[K+:24]>>[Br:1][c:2]1[c:3]([O:8][CH2:15][c:14]2[cH:13][cH:12][c:11]([O:10][CH3:9])[cH:18][cH:17]2)[cH:4][cH:5][cH:6][cH:7]1.